Dataset: the Open Reaction Database (ORD), a public repository of structured organic reaction records. Task: describe an organic reaction: reactants, conditions, products, and yield Reactants: [Br-], CC=CBr, CC=C[Mg+], [Cl-], N#CCF, [Mg], [NH4+], N#C[Na], C1CCOC1, O. Yields the product CC=CC(N)(C#N)CF. As a reaction SMILES: [Br-:1].[Br:7][CH:8]=[CH:9][CH3:10].[CH:2](=[CH:3][CH3:4])[Mg+:5].[Cl-:18].[F:11][CH2:12][C:13]#[N:14].[Mg:6].[NH4+:19].[Na:15][C:16]#[N:17].[O:20]1[CH2:21][CH2:22][CH2:23][CH2:24]1.[OH2:25]>>[CH:2](=[CH:3][CH3:4])[C:13]([CH2:12][F:11])([NH2:14])[C:16]#[N:17]. Starting materials: C1(=CC=CC=C1)S (thiophenol), Cl.CC1=CC=CC(=N1)CCl (6-methyl-2-picolyl chloride hydrochloride), [O-]CC.[Na+] (sodium ethoxide). The product is CC1=NC(=CC=C1)CSC1=CC=CC=C1 (2-methyl-6-((phenylthio)methyl)pyridine). RXN SMILES: [C:1]1([SH:7])[CH:6]=[CH:5][CH:4]=[CH:3][CH:2]=1.Cl.[CH3:9][C:10]1[N:15]=[C:14]([CH2:16]Cl)[CH:13]=[CH:12][CH:11]=1.[O-]CC.[Na+]>>[CH3:16][C:14]1[CH:13]=[CH:12][CH:11]=[C:10]([CH2:9][S:7][C:1]2[CH:6]=[CH:5][CH:4]=[CH:3][CH:2]=2)[N:15]=1 |f:1.2,3.4|. Procedure details: Following the method of Example 1A thiophenol is reacted with 6-methyl-2-picolyl chloride hydrochloride in the presence of sodium ethoxide to give 2-methyl-6-((phenylthio)methyl)pyridine. Starting materials: C1CCOC1, CS(=O)(=O)OCc1cc(C(F)(F)F)cc(C(F)(F)F)c1, O=C(O)c1c(-c2ccccc2)ccnc1Cl, NCCN, CN(C)C=O, O=S(Cl)Cl. Yields the product NCCNCc1cc(C(F)(F)F)cc(C(F)(F)F)c1. As a reaction SMILES: [CH2:45]1[O:46][CH2:47][CH2:48][CH2:49]1.[CH3:25][S:26]([O:27][CH2:30][c:31]1[cH:32][c:33]([C:41]([F:42])([F:43])[F:44])[cH:34][c:35]([C:37]([F:38])([F:39])[F:40])[cH:36]1)(=[O:28])=[O:29].[Cl:5][c:6]1[c:7]([C:8]([OH:9])=[O:10])[c:11](-[c:12]2[cH:13][cH:14][cH:15][cH:16][cH:17]2)[cH:18][cH:19][n:20]1.[NH2:21][CH2:22][CH2:23][NH2:24].[O:50]=[CH:51][N:52]([CH3:53])[CH3:54].[S:1]([Cl:2])([Cl:3])=[O:4]>>[NH:21]([CH2:22][CH2:23][NH2:24])[CH2:30][c:31]1[cH:32][c:33]([C:41]([F:42])([F:43])[F:44])[cH:34][c:35]([C:37]([F:38])([F:39])[F:40])[cH:36]1. Starting materials: CI, [Cl-], Fc1cccc2[nH]ccc12, [H-], [NH4+], [Na+], CN(C)C=O. The product is Cn1ccc2c(F)cccc21. RXN SMILES: [CH3:13][I:14].[Cl-:15].[F:1][c:2]1[c:3]2[cH:4][cH:5][nH:6][c:7]2[cH:8][cH:9][cH:10]1.[H-:11].[NH4+:16].[Na+:12].[O:17]=[CH:18][N:19]([CH3:20])[CH3:21]>>[F:1][c:2]1[c:3]2[cH:4][cH:5][n:6]([CH3:13])[c:7]2[cH:8][cH:9][cH:10]1. The reactants are CCC(NC(=O)C(CS(=O)(=O)CC(C)C)NC(=O)N1CCOCC1)C(O)c1nc(C(C)(C)C)no1, O=C([O-])O, ClCCl, [Na+], [Na+], [Na+], O=S([O-])([O-])=S. Yields the product CCC(NC(=O)C(CS(=O)(=O)CC(C)C)NC(=O)N1CCOCC1)C(=O)c1nc(C(C)(C)C)no1. RXN SMILES: [C:1]([CH3:2])([CH3:3])([CH3:4])[c:5]1[n:6][o:7][c:8]([CH:10]([CH:11]([CH2:12][CH3:13])[NH:14][C:15](=[O:16])[CH:17]([CH2:18][S:19](=[O:20])(=[O:21])[CH2:22][CH:23]([CH3:24])[CH3:25])[NH:26][C:27](=[O:28])[N:29]2[CH2:30][CH2:31][O:32][CH2:33][CH2:34]2)[OH:35])[n:9]1.[C:36](=[O:37])([OH:38])[O-:39].[Cl:48][CH2:49][Cl:50].[Na+:40].[Na+:46].[Na+:47].[S:41]([O-:42])([O-:43])(=[O:44])=[S:45]>>[C:1]([CH3:2])([CH3:3])([CH3:4])[c:5]1[n:6][o:7][c:8]([C:10]([CH:11]([CH2:12][CH3:13])[NH:14][C:15](=[O:16])[CH:17]([CH2:18][S:19](=[O:20])(=[O:21])[CH2:22][CH:23]([CH3:24])[CH3:25])[NH:26][C:27](=[O:28])[N:29]2[CH2:30][CH2:31][O:32][CH2:33][CH2:34]2)=[O:35])[n:9]1. Reactants: [N+](=O)([O-])C1=CC=C(C=C1)OP(OC=1C=C2C=NN(C2=CC1)C(C)=O)(=O)C1=CC=CC=C1 (phenylphosphonic acid 1-acetyl-1H-indazol-5-yl ester 4-nitrophenyl ester), C(C)O (ethanol), CO (methanol), N12CCCCCC2=NCCC1 (1,8-diazabicyclo[5.4.0]undec-7-ene). Run in ClCCl (dichloromethane), ClCCl (dichloromethane). Reaction conditions: temperature 20 celsius. The product is COP(OC=1C=C2C=NNC2=CC1)(=O)C1=CC=CC=C1 (phenylphosphonic acid 1H-indazol-5-yl ester methyl ester). Yield: 62.0%. RXN SMILES: [N+](C1C=C[C:7]([O:10][P:11]([C:26]2[CH:31]=[CH:30][CH:29]=[CH:28][CH:27]=2)(=[O:25])[O:12][C:13]2[CH:14]=[C:15]3[C:19](=[CH:20][CH:21]=2)[N:18](C(=O)C)[N:17]=[CH:16]3)=CC=1)([O-])=O.C(O)C.CO.N12CCCN=C1CCCCC2>ClCCl>[CH3:7][O:10][P:11]([C:26]1[CH:27]=[CH:28][CH:29]=[CH:30][CH:31]=1)(=[O:25])[O:12][C:13]1[CH:14]=[C:15]2[C:19](=[CH:20][CH:21]=1)[NH:18][N:17]=[CH:16]2. Procedure: A solution of 2.4 g of phenylphosphonic acid 1-acetyl-1H-indazol-5-yl ester 4-nitrophenyl ester in 30 ml of dichloromethane stabilized with ethanol is stirred at 20° C. A solution of 3.78 ml of methanol and of 836 mg of 1,8-diazabicyclo[5.4.0]undec-7-ene in 30 ml of dichloromethane is added thereto. The reaction is continued at this temperature overnight. The reaction mixture is evaporated under reduced pressure and the crude compound thus obtained is then purified by chromatography on silica (A...